This data is from the Open Reaction Database (ORD), a public repository of structured organic reaction records. The task is: describe an organic reaction: reactants, conditions, products, and yield Reactants: [Cl-].COC=1C=C(CNC2=[NH+]C(=C(C3=CC(=CC=C23)OC)C2=CC=CC=C2)C)C=CC1OC (1-[(3,4-dimethoxybenzyl)amino]-6-methoxy-3-methyl-4-phenylisoquinolinium chloride), FC(C(=O)O)(F)F (trifluoroacetic acid). Solvent: C(Cl)Cl (CH2Cl2). Reaction conditions: time 2 hour. Yields the product COC=1C=C2C(=C(N=C(C2=CC1)N)C)C1=CC=CC=C1 (6-methoxy-3-methyl-4-phenylisoquinolin-1-amine). Reaction SMILES: [Cl-].COC1C=C(C=CC=1OC)C[NH:8][C:9]1[C:18]2[C:13](=[CH:14][C:15]([O:19][CH3:20])=[CH:16][CH:17]=2)[C:12]([C:21]2[CH:26]=[CH:25][CH:24]=[CH:23][CH:22]=2)=[C:11]([CH3:27])[NH+:10]=1.FC(F)(F)C(O)=O>C(Cl)Cl>[CH3:20][O:19][C:15]1[CH:14]=[C:13]2[C:18](=[CH:17][CH:16]=1)[C:9]([NH2:8])=[N:10][C:11]([CH3:27])=[C:12]2[C:21]1[CH:26]=[CH:25][CH:24]=[CH:23][CH:22]=1 |f:0.1|. Reported procedure: The free base of 1-[(3,4-dimethoxybenzyl)amino]-6-methoxy-3-methyl-4-phenylisoquinolinium chloride was treated with 5 mL of CH2Cl2 and 10 mL of trifluoroacetic acid. The reaction was stirred at room temp for 2 h, then concentrated to dryness. The residue was combined with saturated aqueous sodium carbonate, and the mixture was extracted with EtOAc (3×). The combined organic solutions were dried (Na2SO4) and concentrated. Recrystallization from EtOAc/hexanes gave a solid which was further purifie... The reactants are COC([C@]1(N(CCC1)C(=O)OC(C)(C)C)C)=O (N-tert-butoxycarbonyl-2-methylproline methyl ester), [OH-].[Na+] (NaOH). Run in O (water), C1CCOC1 (THF). Conditions: time 24 hour. The product is C(C)(C)(C)OC(=O)N1[C@](C(=O)O)(CCC1)C (N-tert-butoxycarbonyl-2-methylproline). Isolated yield 56.9%. Reaction SMILES: C[O:2][C:3](=[O:17])[C@:4]1([CH3:16])[CH2:8][CH2:7][CH2:6][N:5]1[C:9]([O:11][C:12]([CH3:15])([CH3:14])[CH3:13])=[O:10].[OH-].[Na+]>C1COCC1.O>[C:12]([O:11][C:9]([N:5]1[CH2:6][CH2:7][CH2:8][C@@:4]1([CH3:16])[C:3]([OH:17])=[O:2])=[O:10])([CH3:15])([CH3:13])[CH3:14] |f:1.2|. Reported procedure: To a stirred solution of N-tert-butoxycarbonyl-2-methylproline methyl ester (3.20 g, 0.0131 mol) in THF (20mL) was added 1N NaOH (15.7 mL) at room temp. After the resulting mixture was stirred for 24 hr, the mixture was diluted with water and washed with EtOAc. The separated aqueous layer was acidified by the addition of 1N HCl, and extracted with EtOAc. The extract was dried over Na2SO4 and evaporated in vacuo to afford 1.71 g(57%) N-tert-butoxycarbonyl-2-methylproline as a yellow syrup. 1H-NMR... Starting materials: C1(CCCC1)C=1C=C(C(=O)O)C=CC1OC (3-cyclopentyl-p-anisic acid), BrC1=C(CC=2OC(=C(C2)C)C)C=CC=C1 (2-(2-bromo-benzyl)-4,5-dimethyl-furan), C(C(=O)Cl)(=O)Cl (oxalyl chloride), [Sn](Cl)(Cl)(Cl)Cl (tin (IV) chloride). Reagents/catalysts: CN(C=O)C (N,N-dimethylformamide). Solvent: C(Cl)Cl (CH2Cl2). Product: BrC1=C(CC=2OC(=C(C2C(=O)C2=CC(=C(C=C2)OC)C2CCCC2)C)C)C=CC=C1 ([2-(2-Bromo-benzyl)-4,5-dimethyl-furan-3-yl]-(3-cyclopentyl-4-methoxy-phenyl)-methanone). Yield: 66.4%. RXN SMILES: [CH:1]1([C:6]2[CH:7]=[C:8]([CH:12]=[CH:13][C:14]=2[O:15][CH3:16])[C:9]([OH:11])=O)[CH2:5][CH2:4][CH2:3][CH2:2]1.C(Cl)(=O)C(Cl)=O.[Sn](Cl)(Cl)(Cl)Cl.[Br:28][C:29]1[CH:42]=[CH:41][CH:40]=[CH:39][C:30]=1[CH2:31][C:32]1[O:33][C:34]([CH3:38])=[C:35]([CH3:37])[CH:36]=1>CN(C)C=O.C(Cl)Cl>[Br:28][C:29]1[CH:42]=[CH:41][CH:40]=[CH:39][C:30]=1[CH2:31][C:32]1[O:33][C:34]([CH3:38])=[C:35]([CH3:37])[C:36]=1[C:9]([C:8]1[CH:12]=[CH:13][C:14]([O:15][CH3:16])=[C:6]([CH:1]2[CH2:2][CH2:3][CH2:4][CH2:5]2)[CH:7]=1)=[O:11]. Procedure: The title compound was prepared according to the procedure in Example 5, step 2 using 3-cyclopentyl-p-anisic acid (2.00 g, 9.08 mmol, RN-59216-82-9), oxalyl chloride (0.871 mL, 9.99 mmol), N,N-dimethylformamide (2 drops), tin (IV) chloride (1.17 mL, 4.58 mmol) and 2-(2-bromo-benzyl)-4,5-dimethyl-furan (2.41 g, 9.08 mmol) in CH2Cl2. Purification on Biotage KP-Sil eluting with 4% EtOAc/pet. ether gave 2.82 g (66%) of the title compound as a clear oil. 1H NMR (DMSO-d6) δ1.40-1.44 (m, 2H), 1.57-1.73... Starting materials: BrC=1C=C(OC1C1=CC(=CC=C1)Cl)C(=O)N1CC(NCC1)=O (4-{[4-Bromo-5-(3-chlorophenyl)furan-2-yl]carbonyl}piperazin-2-one), C(C)(C)N(C(C)C)CC (N,N-diisopropylethylamine), BrC1=C(C=C(O1)C(=O)O)C1=CC(=CC(=C1)F)Cl (5-Bromo-4-(3-chloro-5-fluorophenyl)furan-2-carboxylic acid), compound. Yields the product BrC1=C(C=C(O1)C(=O)N1CNC(C1)=O)C1=CC(=CC(=C1)F)Cl (1-{[5-Bromo-4-(3-chloro-5-fluorophenyl)furan-2-yl]carbonyl}imidazolidin-4-one). As a reaction SMILES: BrC1C=C(C([N:16]2C[CH2:20][NH:19][C:18](=[O:22])[CH2:17]2)=O)OC=1C1C=CC=C(Cl)C=1.[Br:23][C:24]1[O:28][C:27]([C:29]([OH:31])=O)=[CH:26][C:25]=1[C:32]1[CH:37]=[C:36]([F:38])[CH:35]=[C:34]([Cl:39])[CH:33]=1.C(N(CC)C(C)C)(C)C>>[Br:23][C:24]1[O:28][C:27]([C:29]([N:16]2[CH2:17][C:18](=[O:22])[NH:19][CH2:20]2)=[O:31])=[CH:26][C:25]=1[C:32]1[CH:37]=[C:36]([F:38])[CH:35]=[C:34]([Cl:39])[CH:33]=1. Procedure: The preparation of the title compound takes place in analogy to the synthesis of the compound from Example 27A starting with the compound from Example 23A and the compound from Example 35A. 5 equivalents of N,N-diisopropylethylamine are used. The product is precipitated by the addition of water to the reaction solution. The precipitate is collected by suction filtration, washed with tetrahydrofuran and dried under high vacuum. 587 mg (97% of theory) of the title compound are obtained. The reactants are CN(C)C=O, ClCc1ccc(Cl)nc1, O=C1NC(=O)c2ccccc21. Product: O=C1NC(=O)c2c(Cc3ccc(Cl)nc3)cccc21. Reaction SMILES: [CH3:21][N:22]([CH3:23])[CH:24]=[O:25].[Cl:1][c:2]1[n:3][cH:4][c:5]([CH2:8][Cl:9])[cH:6][cH:7]1.[O:10]=[C:11]1[NH:12][C:13](=[O:14])[c:15]2[cH:16][cH:17][cH:18][cH:19][c:20]21>>[Cl:1][c:2]1[n:3][cH:4][c:5]([CH2:8][c:16]2[c:15]3[c:20]([cH:19][cH:18][cH:17]2)[C:11](=[O:10])[NH:12][C:13]3=[O:14])[cH:6][cH:7]1.